Dataset: the Open Reaction Database (ORD), a public repository of structured organic reaction records. Task: describe an organic reaction: reactants, conditions, products, and yield The reactants are Cc1ccccc1-c1cc(CN(Cc2ccccc2)c2cccnc2)ccc1C(=O)O, COC(=O)C(N)CCSC, CCN=C=NCCCN(C)C, CN1CCOCC1, Cl, CN(C)C=O, O. Yields the product COC(=O)C(CCSC)NC(=O)c1ccc(CN(Cc2ccccc2)c2cccnc2)cc1-c1ccccc1C. Reaction SMILES: [CH2:1]([c:2]1[cH:3][cH:4][cH:5][cH:6][cH:7]1)[N:8]([c:9]1[cH:10][n:11][cH:12][cH:13][cH:14]1)[CH2:15][c:16]1[cH:17][c:18](-[c:25]2[c:26]([CH3:31])[cH:27][cH:28][cH:29][cH:30]2)[c:19]([C:20](=[O:21])[OH:22])[cH:23][cH:24]1.[CH3:33][O:34][C:35]([CH:36]([NH2:37])[CH2:38][CH2:39][S:40][CH3:41])=[O:42].[CH3:43][CH2:44][N:45]=[C:46]=[N:47][CH2:48][CH2:49][CH2:50][N:51]([CH3:52])[CH3:53].[CH3:54][N:55]1[CH2:56][CH2:57][O:58][CH2:59][CH2:60]1.[ClH:32].[O:61]=[CH:62][N:63]([CH3:64])[CH3:65].[OH2:66]>>[CH2:1]([c:2]1[cH:3][cH:4][cH:5][cH:6][cH:7]1)[N:8]([c:9]1[cH:10][n:11][cH:12][cH:13][cH:14]1)[CH2:15][c:16]1[cH:17][c:18](-[c:25]2[c:26]([CH3:31])[cH:27][cH:28][cH:29][cH:30]2)[c:19]([C:20](=[O:21])[NH:37][CH:36]([C:35]([O:34][CH3:33])=[O:42])[CH2:38][CH2:39][S:40][CH3:41])[cH:23][cH:24]1. Starting materials: O (water), COC(C1=C(C=C(C=C1)C1=NOC(C1)(C(F)(F)F)C1=CC(=CC(=C1)Cl)Cl)I)=O (4-[5-(3,5-dichlorophenyl)-5-trifluoromethyl-4,5-dihydroisoxazol-3-yl]-2-iodo benzoic acid methyl ester), [F-].[K+] (potassium fluoride), COC(C(F)(F)Cl)=O (chlorodifluoro acetic acid methyl ester). Reagents/catalysts: [Cu]I (copper (I) iodide). Solvent: CN(C=O)C (N,N-dimethylformamide). Reaction conditions: temperature 120 celsius, time 5 hour. The product is COC(C1=C(C=C(C=C1)C1=NOC(C1)(C(F)(F)F)C1=CC(=CC(=C1)Cl)Cl)C(F)(F)F)=O (4-[5-(3,5-dichlorophenyl)-5-trifluoromethyl-4,5-dihydroisoxazol-3-yl]-2-trifluoromethyl benzoic acid methyl ester). Isolated yield 98.7%. RXN SMILES: [CH3:1][O:2][C:3](=[O:28])[C:4]1[CH:9]=[CH:8][C:7]([C:10]2[CH2:14][C:13]([C:19]3[CH:24]=[C:23]([Cl:25])[CH:22]=[C:21]([Cl:26])[CH:20]=3)([C:15]([F:18])([F:17])[F:16])[O:12][N:11]=2)=[CH:6][C:5]=1I.[F-:29].[K+].COC(=O)[C:34](Cl)([F:36])[F:35].O>CN(C)C=O.[Cu]I>[CH3:1][O:2][C:3](=[O:28])[C:4]1[CH:9]=[CH:8][C:7]([C:10]2[CH2:14][C:13]([C:19]3[CH:24]=[C:23]([Cl:25])[CH:22]=[C:21]([Cl:26])[CH:20]=3)([C:15]([F:18])([F:17])[F:16])[O:12][N:11]=2)=[CH:6][C:5]=1[C:34]([F:36])([F:29])[F:35] |f:1.2|. Procedure details: In a solution of 0.51 g of 4-[5-(3,5-dichlorophenyl)-5-trifluoromethyl-4,5-dihydroisoxazol-3-yl]-2-iodo benzoic acid methyl ester in 5 ml of N,N-dimethylformamide, 0.18 g of copper (I) iodide, 0.06 g of potassium fluoride and 0.27 g of chlorodifluoro acetic acid methyl ester were added, and stirred at 120° C. for 5 hours. After the completion of the reaction, the reaction mixture was left and cooled to room temperature, 50 ml of water was added and extracted with ethyl acetate (50 ml×2). The org... Starting materials: COC(=O)C(N)Cc1ccccc1, CN(C)C=O, Cl, S=C(Nc1nccs1)n1ccnc1. Yields the product COC(=O)C(Cc1ccccc1)NC(=S)Nc1nccs1. As a reaction SMILES: [CH3:15][O:16][C:17]([CH:18]([NH2:19])[CH2:20][c:21]1[cH:22][cH:23][cH:24][cH:25][cH:26]1)=[O:27].[CH3:28][N:29]([CH3:30])[CH:31]=[O:32].[ClH:14].[s:1]1[c:2]([NH:6][C:7](=[S:8])[n:9]2[cH:10][cH:11][n:12][cH:13]2)[n:3][cH:4][cH:5]1>>[s:1]1[c:2]([NH:6][C:7](=[S:8])[NH:19][CH:18]([C:17]([O:16][CH3:15])=[O:27])[CH2:20][c:21]2[cH:22][cH:23][cH:24][cH:25][cH:26]2)[n:3][cH:4][cH:5]1. The reactants are CCOC(=O)C(N)Cc1ccc(OC)c(OC)c1, O=C[O-], Cl, [Na+]. The product is CCOC(=O)C(Cc1ccc(OC)c(OC)c1)NC=O. As a reaction SMILES: [CH2:2]([CH3:3])[O:4][C:5]([CH:6]([NH2:7])[CH2:8][c:9]1[cH:10][c:11]([O:17][CH3:18])[c:12]([O:15][CH3:16])[cH:13][cH:14]1)=[O:19].[CH:20](=[O:21])[O-:22].[ClH:1].[Na+:23]>>[CH2:2]([CH3:3])[O:4][C:5]([CH:6]([NH:7][CH:20]=[O:21])[CH2:8][c:9]1[cH:10][c:11]([O:17][CH3:18])[c:12]([O:15][CH3:16])[cH:13][cH:14]1)=[O:19]. Reactants: CP(OC)(=O)C1=C(C=CC(=C1)SC1=CC=CC=C1)[N+](=O)[O-] (methyl P-methyl-2-nitro-5-phenylthiophenylphosphinate), [Cl-].[NH4+] (ammonium chloride). Reagents/catalysts: [Fe] (iron). Run in C(C)O (ethanol), O (water). The product is CP(OC)(=O)C1=C(C=CC(=C1)SC1=CC=CC=C1)N (methyl P-methyl-2-amino-5-phenylthiophenylphosphinate). Reaction SMILES: [CH3:1][P:2]([C:6]1[CH:11]=[C:10]([S:12][C:13]2[CH:18]=[CH:17][CH:16]=[CH:15][CH:14]=2)[CH:9]=[CH:8][C:7]=1[N+:19]([O-])=O)(=[O:5])[O:3][CH3:4].[Cl-].[NH4+]>C(O)C.O.[Fe]>[CH3:1][P:2]([C:6]1[CH:11]=[C:10]([S:12][C:13]2[CH:14]=[CH:15][CH:16]=[CH:17][CH:18]=2)[CH:9]=[CH:8][C:7]=1[NH2:19])(=[O:5])[O:3][CH3:4] |f:1.2|. Procedure details: To a mixture of methyl P-methyl-2-nitro-5-phenylthiophenylphosphinate (3.0 g) and ammonium chloride (5.3 g) in 40 ml of ethanol and 20 ml of water is heated to 70°, and iron (3.0 g) is added portionwise over a period of about 10 minutes. After the reaction is completed, the reaction mixture is filtered and the filtrate is concentrated to a small volume, followed by extraction with methylene chloride, drying and evaporation to give methyl P-methyl-2-amino-5-phenylthiophenylphosphinate. The reactants are COC(N(COCC)C(CC=C)CC1=CC=C(C=C1)Cl)=O (N-[1-(4-chloro-benzyl)-but-3-enyl]-N-ethoxymethyl-carbamic acid methyl ester), C(C)#N (acetonitrile), ClS(=O)(=O)O (chlorosulfonic acid), C(C)#N (acetonitrile), [OH-].[Na+] (sodium hydroxide), C(O)([O-])=O.[Na+] (sodium hydrogen carbonate). The product is COC(=O)N1[C@@H](C[C@H](CC1)NC(C)=O)CC1=CC=C(C=C1)Cl ((2R*,4S*)-4-Acetylamino-2-(4-chloro-benzyl)-piperidine-1-carboxylic acid methyl ester). Reaction SMILES: ClS(O)(=O)=O.[CH3:6][O:7][C:8](=[O:26])[N:9]([CH:14]([CH2:18][C:19]1[CH:24]=[CH:23][C:22]([Cl:25])=[CH:21][CH:20]=1)[CH2:15][CH:16]=[CH2:17])[CH2:10]OCC.[OH-].[Na+].C(=O)([O-])[OH:30].[Na+].[C:34](#[N:36])[CH3:35]>>[CH3:6][O:7][C:8]([N:9]1[CH2:10][CH2:17][C@H:16]([NH:36][C:34](=[O:30])[CH3:35])[CH2:15][C@H:14]1[CH2:18][C:19]1[CH:20]=[CH:21][C:22]([Cl:25])=[CH:23][CH:24]=1)=[O:26] |f:2.3,4.5|. Reported procedure: At -40° C., 20.6 ml (308 mmol) of chlorosulfonic acid are introduced into 500 ml of acetonitrile. A solution of 48.0 g (154 mmol) of N-[1-(4-chloro-benzyl)-but-3-enyl]-N-ethoxymethyl-carbamic acid methyl ester in 50 ml of acetonitrile is added dropwise in such a manner that the reaction temperature does not exceed -10° C. The mixture is then stirred for 20 minutes at -15° C. before 370 ml of 2 N sodium hydroxide solution and 100 ml of 10% aqueous sodium hydrogen carbonate solution are added to t...